From a dataset of the Open Reaction Database (ORD), a public repository of structured organic reaction records. describe an organic reaction: reactants, conditions, products, and yield Reactants: BrC=1C(=C(C(=O)OCC2=CC=CC=C2)C(=CC1)NS(=O)(=O)C1=CC=C(C=C1)F)C (benzyl 3-bromo-6-{[(4-fluorophenyl)sulfonyl]amino}-2-methylbenzoate), P(=O)([O-])([O-])[O-].[K+].[K+].[K+] (potassium phosphate), C(CCC)B(O)O (butylboronic acid), C1(=CC=CC=C1)C (toluene). The reagents and catalysts are C1(CCCCC1)P(C1CCCCC1)(C1CCCCC1)[Pd](P(C1CCCCC1)(C1CCCCC1)C1CCCCC1)(Cl)Cl (bis(tricyclohexylphosphino)palladium dichloride). Solvent: O (water), C(C)(=O)OCC (ethyl acetate). Run at temperature 100 celsius, time 36 hour. Product: C(CCC)C=1C(=C(C(=O)O)C(=CC1)NS(=O)(=O)C1=CC=C(C=C1)F)C (3-butyl-6-{[(4-fluorophenyl)sulfonyl]amino}-2-methylbenzoic acid). RXN SMILES: Br[C:2]1[C:3]([CH3:29])=[C:4]([C:15]([NH:18][S:19]([C:22]2[CH:27]=[CH:26][C:25]([F:28])=[CH:24][CH:23]=2)(=[O:21])=[O:20])=[CH:16][CH:17]=1)[C:5]([O:7]CC1C=CC=CC=1)=[O:6].P([O-])([O-])([O-])=O.[K+].[K+].[K+].[CH2:38](B(O)O)[CH2:39][CH2:40][CH3:41].C1(C)C=CC=CC=1>C(OCC)(=O)C.C1(P([Pd](Cl)(Cl)P(C2CCCCC2)(C2CCCCC2)C2CCCCC2)(C2CCCCC2)C2CCCCC2)CCCCC1.O>[CH2:38]([C:2]1[C:3]([CH3:29])=[C:4]([C:15]([NH:18][S:19]([C:22]2[CH:27]=[CH:26][C:25]([F:28])=[CH:24][CH:23]=2)(=[O:20])=[O:21])=[CH:16][CH:17]=1)[C:5]([OH:7])=[O:6])[CH2:39][CH2:40][CH3:41] |f:1.2.3.4|. Procedure details: A mixture of Example 225A (123 mg, 0.26 mmol), potassium phosphate (192 mg, 0.9 mmol), butylboronic acid (34 mg, 0.33 mmol), bis(tricyclohexylphosphino)palladium dichloride (19 mg, 0.03 mmol), toluene (4 mL), and water (0.2 mL) was purged with argon and shaken at 100° C. for 36 hours in a sealed container. The mixture was diluted with ethyl acetate (10 mL), washed with water (2×10 mL) and brine, dried (Na2SO4), filtered, concentrated and passed through a silica gel cartridge (20 g) with 15% ethy... The reactants are CCCCCCCCCC(=O)Cl, CC(C)O, ClCCl, Cl, CCC(O)(CC)CCN1CCC(c2noc3cc(F)ccc23)CC1, [Na+], O=C([O-])O. The product is Cl, CCCCCCCCCC(=O)OC(CC)(CC)CCN1CCC(c2noc3cc(F)ccc23)CC1. RXN SMILES: [C:25]([CH2:26][CH2:27][CH2:28][CH2:29][CH2:30][CH2:31][CH2:32][CH2:33][CH3:34])(=[O:35])[Cl:36].[CH:46]([OH:47])([CH3:48])[CH3:49].[Cl:43][CH2:44][Cl:45].[ClH:42].[F:1][c:2]1[cH:3][c:4]2[c:5]([c:6]([CH:9]3[CH2:10][CH2:11][N:12]([CH2:15][CH2:16][C:17]([CH2:18][CH3:19])([CH2:20][CH3:21])[OH:22])[CH2:13][CH2:14]3)[n:7][o:8]2)[cH:23][cH:24]1.[Na+:41].[O-:37][C:38]([OH:39])=[O:40]>>[ClH:36].[F:1][c:2]1[cH:3][c:4]2[c:5]([c:6]([CH:9]3[CH2:10][CH2:11][N:12]([CH2:15][CH2:16][C:17]([CH2:18][CH3:19])([CH2:20][CH3:21])[O:22][C:25]([CH2:26][CH2:27][CH2:28][CH2:29][CH2:30][CH2:31][CH2:32][CH2:33][CH3:34])=[O:35])[CH2:13][CH2:14]3)[n:7][o:8]2)[cH:23][cH:24]1. The reactants are C(C1=CC=CC=C1)OC(=O)N[C@@H](CC1=CNC2=CC=CC=C12)C(=O)N (Nα-Benzyloxycarbonyl-L-Tryptophan Amide), [H][H] (hydrogen). Reagents/catalysts: [Pd] (palladium/carbon). Solvent: CO (methanol). The product is N[C@@H](CC1=CNC2=CC=CC=C12)C(=O)N (L-Tryptophan Amide). Isolated yield 96.8%. As a reaction SMILES: C(OC([NH:11][C@H:12]([C:23]([NH2:25])=[O:24])[CH2:13][C:14]1[C:22]2[C:17](=[CH:18][CH:19]=[CH:20][CH:21]=2)[NH:16][CH:15]=1)=O)C1C=CC=CC=1.[H][H]>[Pd].CO>[NH2:11][C@H:12]([C:23]([NH2:25])=[O:24])[CH2:13][C:14]1[C:22]2[C:17](=[CH:18][CH:19]=[CH:20][CH:21]=2)[NH:16][CH:15]=1. Reported procedure: To methanol (300 mL) solution of the compound obtained in Example 125 (3.6 g) was added 5% palladium/carbon (0.36 g) in an argon atmosphere, and the mixture was stirred for 16 hours at room temperature in a hydrogen atmosphere. The catalyst was filtered off, and the solvent was distilled off under a reduced pressure, to give the captioned compound (2.1 g, 95%) as an oily product. The reactants are [Cl-].N[N+]1=CC=CC=C1 (1-Aminopyridinium chloride), [OH-].[K+] (potassium hydroxide), C(#N)C1=CC=NC=C1 (4-Cyanopyridine), C(C)O (ethanol). Solvent: O (water). Conditions: time 66 hour. Yields the product N1=CC=C(C=C1)C1=NN2C(C=CC=C2)=N1 (2-(4-pyridyl)-s-triazolo[1,5-a]pyridine). Yield: 53.1%. As a reaction SMILES: [Cl-].[NH2:2][N+:3]1[CH:8]=[CH:7][CH:6]=[CH:5][CH:4]=1.[OH-].[K+].[C:11]([C:13]1[CH:18]=[CH:17][N:16]=[CH:15][CH:14]=1)#[N:12].C(O)C>O>[N:16]1[CH:17]=[CH:18][C:13]([C:11]2[N:12]=[C:4]3[CH:5]=[CH:6][CH:7]=[CH:8][N:3]3[N:2]=2)=[CH:14][CH:15]=1 |f:0.1,2.3|. Procedure: 1-Aminopyridinium chloride (7.9g) was added to potassium hydroxide (6.72g) in water (60 ml). 4-Cyanopyridine (31.2g) was added to ethanol (63 ml). The two solutions were then admixed at room temperature and left for 66 hours. The ethanol was then evaporated off in vacuo, and the residue extracted with chloroform (100 ml). The chloroform extract was dried over magnesium sulphate, filtered, and evaporated in vacuo. Recrystallisation of the product from ethanol gave 2-(4-pyridyl)-s-triazolo[1,5-a]p... The reactants are O=C([O-])[O-], C1CSCCN1, Cc1cc(Cl)nc(Cl)c1C(=O)NCc1cccc(F)c1, [Cs+], [Cs+], C1COCCO1, c1ccc(P(c2ccccc2)(c2ccccc2)[Pd](P(c2ccccc2)(c2ccccc2)c2ccccc2)(P(c2ccccc2)(c2ccccc2)c2ccccc2)P(c2ccccc2)(c2ccccc2)c2ccccc2)cc1. Product: Cc1cc(N2CCSCC2)nc(Cl)c1C(=O)NCc1cccc(F)c1. As a reaction SMILES: [C:27](=[O:28])([O-:29])[O-:30].[CH2:21]1[CH2:22][S:23][CH2:24][CH2:25][NH:26]1.[Cl:1][c:2]1[n:3][c:4]([Cl:20])[cH:5][c:6]([CH3:19])[c:7]1[C:8](=[O:9])[NH:10][CH2:11][c:12]1[cH:13][c:14]([F:18])[cH:15][cH:16][cH:17]1.[Cs+:31].[Cs+:32].[O:33]1[CH2:34][CH2:35][O:36][CH2:37][CH2:38]1.[cH:39]1[cH:40][cH:41][c:42]([P:43]([Pd:44]([P:45]([c:46]2[cH:47][cH:48][cH:49][cH:50][cH:51]2)([c:52]2[cH:53][cH:54][cH:55][cH:56][cH:57]2)[c:58]2[cH:59][cH:60][cH:61][cH:62][cH:63]2)([P:64]([c:65]2[cH:66][cH:67][cH:68][cH:69][cH:70]2)([c:71]2[cH:72][cH:73][cH:74][cH:75][cH:76]2)[c:77]2[cH:78][cH:79][cH:80][cH:81][cH:82]2)[P:83]([c:84]2[cH:85][cH:86][cH:87][cH:88][cH:89]2)([c:90]2[cH:91][cH:92][cH:93][cH:94][cH:95]2)[c:96]2[cH:97][cH:98][cH:99][cH:100][cH:101]2)([c:102]2[cH:103][cH:104][cH:105][cH:106][cH:107]2)[c:108]2[cH:109][cH:110][cH:111][cH:112][cH:113]2)[cH:114][cH:115]1>>[Cl:1][c:2]1[n:3][c:4]([N:26]2[CH2:21][CH2:22][S:23][CH2:24][CH2:25]2)[cH:5][c:6]([CH3:19])[c:7]1[C:8](=[O:9])[NH:10][CH2:11][c:12]1[cH:13][c:14]([F:18])[cH:15][cH:16][cH:17]1. Starting materials: C(C)(=O)[O-].[K+] (potassium acetate), II (iodine), CC1=CC(=NC=C1)C1=NC=CC(=C1)C (4,4′-Dimethyl-2,2′-bipyridine), styryl ester, CC1=CC(=NC=C1)C1=NC=CC(=C1)C (4,4′-Dimethyl-2,2′-bipyridine), C(=O)C1=CC=C(C(=O)OC)C=C1 (methyl 4-formylbenzoate), CC1=CC(=NC=C1)C1=NC=CC(=C1)C (4,4′-Dimethyl-2,2′-bipyridine), C(=O)C1=CC=C(C(=O)OC)C=C1 (methyl 4-formylbenzoate). Run in CO (methanol), C(C)(=O)OC(C)=O (acetic anhydride). Conditions: time 5 minute. Product: C1(=CC=CC=C1)C=CC1=CC(=NC=C1)C1=NC=CC(=C1)C=CC1=CC=CC=C1 (4,4′-Di(phenylethenyl)-2,2′-bipyridine), styryl ester. Isolated yield 72.0%. RXN SMILES: [CH3:1][C:2]1[CH:7]=[CH:6][N:5]=[C:4]([C:8]2[CH:13]=[C:12]([CH3:14])[CH:11]=[CH:10][N:9]=2)[CH:3]=1.C([C:17]1[CH:26]=[CH:25][C:20]([C:21](OC)=O)=[CH:19][CH:18]=1)=O.[C:27]([O-])(=O)[CH3:28].[K+].II>C(OC(=O)C)(=O)C.CO>[C:27]1([CH:28]=[CH:1][C:2]2[CH:7]=[CH:6][N:5]=[C:4]([C:8]3[CH:13]=[C:12]([CH:14]=[CH:21][C:20]4[CH:19]=[CH:18][CH:17]=[CH:26][CH:25]=4)[CH:11]=[CH:10][N:9]=3)[CH:3]=2)[CH:6]=[CH:7][CH:2]=[CH:3][CH:4]=1 |f:2.3|. Procedure: 4,4′-Dimethyl-2,2′-bipyridine and methyl 4-formylbenzoate were purchased from Aldrich and Fluka respectively. 4,4′-Di(phenylethenyl)-2,2′-bipyridine 3 was prepared by hydrolysis of the styryl ester 2, which was synthesized from 4,4′-Dimethyl-2,2′-bipyridine 1 by a modified version of the previously described procedure (see Klein et al., 2005 below) as follows: 4,4′-Dimethyl-2,2′-bipyridine (11.054 g, 0.06 mol) and methyl 4-formylbenzoate (29.549 g, 0.18 mol) were dispersed in acetic anhydride (1...